Task: describe an organic reaction: reactants, conditions, products, and yield. Dataset: the Open Reaction Database (ORD), a public repository of structured organic reaction records The reactants are O (water), Cl.Cl.N1CCC(CC1)\C=C/1\C(=NC(S1)=O)NCC#C ((5Z)-5-(piperidin-4-ylmethylidene)-4-(prop-2-yn-1-ylamino)-1,3-thiazol-2(5H)-one dihydrochloride), C([O-])([O-])=O.[K+].[K+] (potassium carbonate), BrCC1=C(C=C(C#N)C=C1)C(F)(F)F (4-(bromomethyl)-3-(trifluoromethyl)benzonitrile). The solvent is CN(C)C=O (DMF), CN(C)C=O (DMF). Reaction conditions: time 8 hour. The product is OC(CNC/1=NC(S\C1=C/C1CCN(CC1)CC1=C(C=C(C#N)C=C1)C(F)(F)F)=O)(C)C (4-({4-[(Z)-{4-[(2-hydroxy-2-methylpropyl)amino]-2-oxo-1,3-thiazol-5(2H)-ylidene}methyl]piperidin-1-yl}methyl)-3-(trifluoromethyl)benzonitrile). Reaction SMILES: Cl.Cl.[NH:3]1[CH2:8][CH2:7][CH:6](/[CH:9]=[C:10]2/[C:11]([NH:16][CH2:17][C:18]#[CH:19])=[N:12][C:13](=[O:15])[S:14]/2)[CH2:5][CH2:4]1.[C:20](=O)([O-])[O-].[K+].[K+].Br[CH2:27][C:28]1[CH:35]=[CH:34][C:31]([C:32]#[N:33])=[CH:30][C:29]=1[C:36]([F:39])([F:38])[F:37].[OH2:40]>CN(C=O)C>[OH:40][C:18]([CH3:20])([CH3:19])[CH2:17][NH:16][C:11]1=[N:12][C:13](=[O:15])[S:14]/[C:10]/1=[CH:9]\[CH:6]1[CH2:7][CH2:8][N:3]([CH2:27][C:28]2[CH:35]=[CH:34][C:31]([C:32]#[N:33])=[CH:30][C:29]=2[C:36]([F:39])([F:38])[F:37])[CH2:4][CH2:5]1 |f:0.1.2,3.4.5|. Procedure details: To a solution of (5Z)-5-(piperidin-4-ylmethylidene)-4-(prop-2-yn-1-ylamino)-1,3-thiazol-2(5H)-one dihydrochloride (200 mg) in DMF (2 mL) was added a solution of potassium carbonate (312 mg) and 4-(bromomethyl)-3-(trifluoromethyl)benzonitrile (148 mg) in DMF (1 mL). The reaction mixture was stirred at room temperature overnight, water was added, and the mixture was extracted with ethyl acetate. The extract was washed with water and saturated brine, and dried over anhydrous magnesium sulfate, and ... The reactants are C(=O)N1CCNCC1 (N-formylpiperazine), Cl (hydrochloride), BrCCCCCCCCCC (1-bromodecane), C([O-])([O-])=O.[K+].[K+] (potassium carbonate). Run in CN(C=O)C (N,N-dimethylformamide). Reaction conditions: temperature 80 celsius, time 3 hour. Product: C(CCCCCCCCC)N1CCNCC1 (N-decylpiperazine). The yield is 66.0%. RXN SMILES: [CH:1]([N:3]1[CH2:8][CH2:7][NH:6][CH2:5][CH2:4]1)=O.Br[CH2:10][CH2:11][CH2:12][CH2:13][CH2:14][CH2:15][CH2:16][CH2:17][CH2:18]C.C(=O)([O-])[O-].[K+].[K+].Cl>CN(C)C=O>[CH2:1]([N:3]1[CH2:8][CH2:7][NH:6][CH2:5][CH2:4]1)[CH2:10][CH2:11][CH2:12][CH2:13][CH2:14][CH2:15][CH2:16][CH2:17][CH3:18] |f:2.3.4|. Procedure: A 20 g (0.18 mole) quantity of N-formylpiperazine, 37.2 ml (0.18 mole) of 1-bromodecane and 25 g (0.18 mole) of potassium carbonate were suspended in 20 ml of N,N-dimethylformamide and the suspension was stirred at 80° C. for 3 hours. The suspension was further extracted with 300 ml of benzene, and the organic layer was washed with water, dried over anhydrous magnesium sulfate and concentrated under reduced pressure. The residue was dissolved in 80 ml of methanol, and 20 ml of concentrated hydro...